This data is from the Open Reaction Database (ORD), a public repository of structured organic reaction records. The task is: describe an organic reaction: reactants, conditions, products, and yield Starting materials: CC(C)C(O)C1CCN(C(=O)OC(C)(C)C)C1, CC1CCCO1, Oc1ccc(Cl)cc1, CC(C)OC(=O)N=NC(=O)OC(C)C, c1ccc(P(c2ccccc2)c2ccccc2)cc1. Yields the product CC(C)C(Oc1ccc(Cl)cc1)C1CCN(C(=O)OC(C)(C)C)C1. RXN SMILES: [C:1]([CH3:2])([CH3:3])([CH3:4])[O:5][C:6](=[O:7])[N:8]1[CH2:9][CH:10]([CH:13]([CH:14]([CH3:15])[CH3:16])[OH:17])[CH2:11][CH2:12]1.[CH3:59][CH:60]1[CH2:61][CH2:62][CH2:63][O:64]1.[Cl:37][c:38]1[cH:39][cH:40][c:41]([OH:44])[cH:42][cH:43]1.[O:45]=[C:46]([O:47][CH:48]([CH3:49])[CH3:50])[N:51]=[N:52][C:53]([O:54][CH:55]([CH3:56])[CH3:57])=[O:58].[c:18]1([P:19]([c:20]2[cH:21][cH:22][cH:23][cH:24][cH:25]2)[c:26]2[cH:27][cH:28][cH:29][cH:30][cH:31]2)[cH:32][cH:33][cH:34][cH:35][cH:36]1>>[C:1]([CH3:2])([CH3:3])([CH3:4])[O:5][C:6](=[O:7])[N:8]1[CH2:9][CH:10]([CH:13]([CH:14]([CH3:15])[CH3:16])[O:17][c:41]2[cH:40][cH:39][c:38]([Cl:37])[cH:43][cH:42]2)[CH2:11][CH2:12]1. Starting materials: BrBr (bromine), FC(OC1=CC=C(C=C1)O)(F)F (4-trifluoromethoxyphenol), ClCCl (Dichloromethane). Solvent: C(Cl)(Cl)Cl (chloroform), C(Cl)(Cl)Cl (chloroform). Run at temperature 0 celsius, time 2 hour. Product: BrC1=C(C=CC(=C1)OC(F)(F)F)O (2-Bromo-4-(trifluoromethoxy)phenol). Reaction SMILES: [F:1][C:2]([F:12])([F:11])[O:3][C:4]1[CH:9]=[CH:8][C:7]([OH:10])=[CH:6][CH:5]=1.[Br:13]Br.ClCCl>C(Cl)(Cl)Cl>[Br:13][C:6]1[CH:5]=[C:4]([O:3][C:2]([F:11])([F:12])[F:1])[CH:9]=[CH:8][C:7]=1[OH:10]. Procedure: To a cooled (0° ) solution of 4-trifluoromethoxyphenol (35.6 g, 0.2 mol) in chloroform (280 ml) was added dropwise a solution of bromine (32 g, 0.2 mol) in chloroform (50 ml). The solution was stirred at 0° C. for 1 h. and at room temperature for 2 h. Dichloromethane (200 ml) and waster (400 ml) ware added and the organic phase was washed further with water (400 ml), brine (200 ml) and dried (MgSO4). The solvent was removed and the residue was purified by distillation at reduced pressure to give...